Dataset: the Open Reaction Database (ORD), a public repository of structured organic reaction records. Task: describe an organic reaction: reactants, conditions, products, and yield Starting materials: CCCBr, O=C([O-])[O-], CC(C)=O, [K+], [K+], OCCCc1ccc(O)cc1. Product: CCCOc1ccc(CCCO)cc1. RXN SMILES: [Br:12][CH2:13][CH2:14][CH3:15].[C:16](=[O:17])([O-:18])[O-:19].[CH3:22][C:23](=[O:24])[CH3:25].[K+:20].[K+:21].[OH:1][c:2]1[cH:3][cH:4][c:5]([CH2:8][CH2:9][CH2:10][OH:11])[cH:6][cH:7]1>>[O:1]([c:2]1[cH:3][cH:4][c:5]([CH2:8][CH2:9][CH2:10][OH:11])[cH:6][cH:7]1)[CH2:13][CH2:14][CH3:15].